This data is from the Open Reaction Database (ORD), a public repository of structured organic reaction records. The task is: describe an organic reaction: reactants, conditions, products, and yield Reactants: CCOC(=O)C=CC1(C)Cc2c(cc(C(C)(C)C)c(O[Si](C)(C)C)c2C(C)(C)C)O1, C, CCO, [Pd]. Yields the product CCOC(=O)CCC1(C)Cc2c(cc(C(C)(C)C)c(O[Si](C)(C)C)c2C(C)(C)C)O1. As a reaction SMILES: [C:1]([CH3:2])([CH3:3])([CH3:4])[c:5]1[c:6]([O:26][Si:27]([CH3:28])([CH3:29])[CH3:30])[c:7]([C:22]([CH3:23])([CH3:24])[CH3:25])[cH:8][c:9]2[c:10]1[CH2:11][C:12]([CH3:14])([CH:15]=[CH:16][C:17](=[O:18])[O:19][CH2:20][CH3:21])[O:13]2.[C:34].[CH3:31][CH2:32][OH:33].[Pd:35]>>[C:1]([CH3:2])([CH3:3])([CH3:4])[c:5]1[c:6]([O:26][Si:27]([CH3:28])([CH3:29])[CH3:30])[c:7]([C:22]([CH3:23])([CH3:24])[CH3:25])[cH:8][c:9]2[c:10]1[CH2:11][C:12]([CH3:14])([CH2:15][CH2:16][C:17](=[O:18])[O:19][CH2:20][CH3:21])[O:13]2.